This data is from the Open Reaction Database (ORD), a public repository of structured organic reaction records. The task is: describe an organic reaction: reactants, conditions, products, and yield The reactants are ethereal solution, C1(CCC2=CC=CC=C12)=O (1-indanone), C[Si](C)(C)C#N (trimethylsilyl cyanide), [I-] (iodide), CCOCC (ether). Reaction conditions: temperature 0 celsius, time 30 minute. Yields the product C(C)OC(=N)C1(CCC2=CC=CC=C12)O (Ethyl-1-hydroxyindan-1-carboximidate). As a reaction SMILES: [C:1]1(=[O:10])[C:9]2[C:4](=[CH:5][CH:6]=[CH:7][CH:8]=2)[CH2:3][CH2:2]1.C[Si]([C:15]#[N:16])(C)C.[I-].[CH3:18][CH2:19][O:20]CC>>[CH2:19]([O:20][C:15]([C:1]1([OH:10])[C:9]2[C:4](=[CH:5][CH:6]=[CH:7][CH:8]=2)[CH2:3][CH2:2]1)=[NH:16])[CH3:18]. Reported procedure: A 100 ml ethereal solution of 1-indanone (20.0 g, 0.152 mol) (Aldrich), trimethylsilyl cyanide (21.9 g, 0.22 mol) (Silar), and zine iodide (0.200 g, 0.001 mol) was kept at 20° C. for four days then diluted with 250 ml ether and washed with 5% sodium bicarbonate (2×100 ml). The organic phase was dried over magnesium sulfate, filtered, and evaporated in vacuo to a residue of the desired trimethylsilyl cyanohydrin and was used directly in the next step. This oily residue was dissolved in 100 ml eth... Starting materials: ICC (Iodoethane), OC1=CC=C(C=C1)C1=CC=CC=C1 (4-hydroxy-1,1′-biphenyl), C(=O)([O-])[O-].[K+].[K+] (K2CO3). Solvent: CC(=O)C (acetone), CC(=O)C (acetone). Yields the product C(C)OC1=CC=C(C=C1)C1=CC=CC=C1 (4-Ethoxy-1,1′-biphenyl). Isolated yield 166.0%. As a reaction SMILES: I[CH2:2][CH3:3].[OH:4][C:5]1[CH:10]=[CH:9][C:8]([C:11]2[CH:16]=[CH:15][CH:14]=[CH:13][CH:12]=2)=[CH:7][CH:6]=1.C([O-])([O-])=O.[K+].[K+]>CC(C)=O>[CH2:2]([O:4][C:5]1[CH:6]=[CH:7][C:8]([C:11]2[CH:16]=[CH:15][CH:14]=[CH:13][CH:12]=2)=[CH:9][CH:10]=1)[CH3:3] |f:2.3.4|. Procedure details: Iodoethane (68.7 g, 35,57 mL, 440.6 mmol) was added to a suspension of 50 g (170.2 mmol) of 4-hydroxy-1,1′-biphenyl and 40.6 g (293.75 mmol) K2CO3 in 600 mL acetone. The resulting reaction mixture was stirred under reflux for 16 hours. After cooling to room temperature the acetone was removed under reduced pressure, the residue was dissolved in ethyl acetate and extracted with water. The aqueous layers where extracted 3 times with ethyl acetate, the combined organic phases dried (Na2SO4) and eva...